Dataset: the Open Reaction Database (ORD), a public repository of structured organic reaction records. Task: describe an organic reaction: reactants, conditions, products, and yield Reactants: O=C([O-])[O-], CI, [K+], [K+], CN(C)C=O, O=C1OCc2c(O)cccc21. Product: COc1cccc2c1COC2=O. RXN SMILES: [C:14](=[O:15])([O-:16])[O-:17].[I:1][CH3:2].[K+:18].[K+:19].[O:20]=[CH:21][N:22]([CH3:23])[CH3:24].[OH:3][c:4]1[c:5]2[c:9]([cH:10][cH:11][cH:12]1)[C:8](=[O:13])[O:7][CH2:6]2>>[O:3]([c:4]1[c:5]2[c:9]([cH:10][cH:11][cH:12]1)[C:8](=[O:13])[O:7][CH2:6]2)[CH3:14]. Reactants: CC=1N=CN(C1)C(C1=CC=CC=C1)(C1=CC=CC=C1)C1=CC=CC=C1 (4-methyl-1-tritylimidazole), BrCC(CCC1=CC=C(C=C1)Cl)=O (1-bromo-4-(4-chlorophenyl)butan-2-one), O (water). Run in CC#N (CH3CN). The product is ClC1=CC=C(C=C1)CCC(CN1C=NC=C1C)=O (4-(4-chlorophenyl)-1-(5-methylimidazol-1-yl)butan-2-one). Yield: 78.4%. RXN SMILES: [CH3:1][C:2]1[N:3]=[CH:4][N:5](C(C2C=CC=CC=2)(C2C=CC=CC=2)C2C=CC=CC=2)[CH:6]=1.Br[CH2:27][C:28](=[O:38])[CH2:29][CH2:30][C:31]1[CH:36]=[CH:35][C:34]([Cl:37])=[CH:33][CH:32]=1.O>CC#N>[Cl:37][C:34]1[CH:35]=[CH:36][C:31]([CH2:30][CH2:29][C:28](=[O:38])[CH2:27][N:3]2[C:2]([CH3:1])=[CH:6][N:5]=[CH:4]2)=[CH:32][CH:33]=1. Procedure details: A mixture of 4-methyl-1-tritylimidazole (12.9 g, 39.8 mmol) and 1-bromo-4-(4-chlorophenyl)butan-2-one (12.5 g, 47.8 mmol, 1.2 equivalents) in CH3CN (~200 mL) was heated at reflux for 16 hours. The reaction mixture was then cooled to room temperature and 2N HCL (30 mL) was added. The reaction mixture was then heated at reflux for 30 minutes, cooled to room temperature and treated with water (~500 mL). The resulting mixture was then washed with ether (~1×100 mL) and the pH adjusted to between 9 an... Starting materials: C1CCOC1, C[Si](C)(C)[N-][Si](C)(C)C, COc1ccc(CN(Cc2ccc(OC)cc2)c2nc(C)nc(-c3cc(C(C)N4CCN(S(C)(=O)=O)CC4)cnc3F)n2)cc1, COc1ncc(N)cc1F, [Li+]. Yields the product COc1ccc(CN(Cc2ccc(OC)cc2)c2nc(C)nc(-c3cc(C(C)N4CCN(S(C)(=O)=O)CC4)cnc3Nc3cnc(OC)c(F)c3)n2)cc1. Reaction SMILES: [CH2:66]1[O:67][CH2:68][CH2:69][CH2:70]1.[CH3:1][Si:2]([N-:3][Si:4]([CH3:5])([CH3:6])[CH3:7])([CH3:8])[CH3:9].[F:11][c:12]1[n:13][cH:14][c:15]([CH:44]([CH3:45])[N:46]2[CH2:47][CH2:48][N:49]([S:52](=[O:53])(=[O:54])[CH3:55])[CH2:50][CH2:51]2)[cH:16][c:17]1-[c:18]1[n:19][c:20]([N:25]([CH2:26][c:27]2[cH:28][cH:29][c:30]([O:33][CH3:34])[cH:31][cH:32]2)[CH2:35][c:36]2[cH:37][cH:38][c:39]([O:42][CH3:43])[cH:40][cH:41]2)[n:21][c:22]([CH3:24])[n:23]1.[F:56][c:57]1[cH:58][c:59]([NH2:65])[cH:60][n:61][c:62]1[O:63][CH3:64].[Li+:10]>>[c:12]1([NH:65][c:59]2[cH:58][c:57]([F:56])[c:62]([O:63][CH3:64])[n:61][cH:60]2)[n:13][cH:14][c:15]([CH:44]([CH3:45])[N:46]2[CH2:47][CH2:48][N:49]([S:52](=[O:53])(=[O:54])[CH3:55])[CH2:50][CH2:51]2)[cH:16][c:17]1-[c:18]1[n:19][c:20]([N:25]([CH2:26][c:27]2[cH:28][cH:29][c:30]([O:33][CH3:34])[cH:31][cH:32]2)[CH2:35][c:36]2[cH:37][cH:38][c:39]([O:42][CH3:43])[cH:40][cH:41]2)[n:21][c:22]([CH3:24])[n:23]1. Starting materials: C1=CC(=CC=C1OC2=CC3=C(C=C2)C(=O)OC3=O)OC4=CC5=C(C=C4)C(=O)OC5=O (HQDA), C1=CC(=CC=C1OC2=CC3=C(C=C2)C(=O)OC3=O)OC4=CC5=C(C=C4)C(=O)OC5=O (HQDA), C1=CC(=CC=C1OC2=CC3=C(C=C2)C(=O)OC3=O)OC4=CC5=C(C=C4)C(=O)OC5=O (HQDA). Solvent: CO (methanol), CO (CH3OH). The product is C1=CC(=CC=C1OC2=CC3=C(C=C2)C(=O)OC3=O)OC4=CC5=C(C=C4)C(=O)OC5=O.CC(C)O.C1=CC(=CC=C1OC2=CC3=C(C=C2)C(=O)OC3=O)OC4=CC5=C(C=C4)C(=O)OC5=O (HQDA IPA HQDA). Isolated yield 76.8%. Reaction SMILES: [CH:1]1[C:6]([O:7][C:8]2[CH:13]=[CH:12][C:11]3[C:14]([O:16][C:17](=[O:18])[C:10]=3[CH:9]=2)=[O:15])=[CH:5][CH:4]=[C:3]([O:19][C:20]2[CH:25]=[CH:24][C:23]3[C:26]([O:28][C:29](=[O:30])[C:22]=3[CH:21]=2)=[O:27])[CH:2]=1>CO>[CH:2]1[C:3]([O:19][C:20]2[CH:25]=[CH:24][C:23]3[C:26]([O:28][C:29](=[O:30])[C:22]=3[CH:21]=2)=[O:27])=[CH:4][CH:5]=[C:6]([O:7][C:8]2[CH:13]=[CH:12][C:11]3[C:14]([O:16][C:17](=[O:18])[C:10]=3[CH:9]=2)=[O:15])[CH:1]=1.[CH3:5][CH:6]([OH:7])[CH3:1].[CH:2]1[C:3]([O:19][C:20]2[CH:25]=[CH:24][C:23]3[C:26]([O:28][C:29](=[O:30])[C:22]=3[CH:21]=2)=[O:27])=[CH:4][CH:5]=[C:6]([O:7][C:8]2[CH:13]=[CH:12][C:11]3[C:14]([O:16][C:17](=[O:18])[C:10]=3[CH:9]=2)=[O:15])[CH:1]=1 |f:2.3.4|. Reported procedure: The product was a light tan solid containing a large amount (~232.8 g) of excess, unreacted HQDA. Since HQDA solubility in methanol (CH3OH) is ~6.3 weight percent at 23° C., ≥4.7 liters of CH3OH should dissolve all unreacted HQDA. Therefore, the product was crushed into a fine powder and washed with 2.8 liters of methanol by slurrying the powder in the methanol for several hours and suction filtering through a 25-50μ frit. It was then treated similarly four more times, using 1.2 liters of methan... Starting materials: COc1cccc(OC)c1Br, COC(=O)c1cc([N+](=O)[O-])ccc1Br, COc1cccc(OC)c1, CC(C)CC(=O)[O-], COc1cccc(OC)c1I. Yields the product COC(=O)c1cc([N+](=O)[O-])ccc1-c1c(OC)cccc1OC. As a reaction SMILES: [Br:1][c:2]1[c:3]([O:10][CH3:11])[cH:4][cH:5][cH:6][c:7]1[O:8][CH3:9].[Br:33][c:34]1[c:35]([C:36](=[O:37])[O:38][CH3:39])[cH:40][c:41]([N+:44](=[O:45])[O-:46])[cH:42][cH:43]1.[CH3:23][O:24][c:25]1[cH:26][cH:27][cH:28][c:29]([O:30][CH3:31])[cH:32]1.[CH:47]([CH2:48][C:49]([O-:50])=[O:51])([CH3:52])[CH3:53].[I:12][c:13]1[c:14]([O:15][CH3:16])[cH:17][cH:18][cH:19][c:20]1[O:21][CH3:22]>>[c:2]1(-[c:34]2[c:35]([C:36](=[O:37])[O:38][CH3:39])[cH:40][c:41]([N+:44](=[O:45])[O-:46])[cH:42][cH:43]2)[c:3]([O:10][CH3:11])[cH:4][cH:5][cH:6][c:7]1[O:8][CH3:9]. Starting materials: ClC=1C=C(C=NC1N1C[C@H](NCC1)C)CO ({5-Chloro-6-[(3R)-3-methylpiperazin-1-yl]pyridin-3-yl}methanol), ClC1=NC2=C(N1)C=C(C=C2I)C(F)(F)F (2-chloro-4-iodo-6-(trifluoromethyl)-1H-benzoimidazole). Yields the product ClC=1C=C(C=NC1N1C[C@H](N(CC1)C1=NC2=C(N1)C(=CC(=C2)C(F)(F)F)I)C)CO ((5-Chloro-6-{(3R)-4-[7-iodo-5-(trifluoromethyl)-1H-benzimidazol-2-yl]-3-methylpiperazin-1-yl}pyridin-3-yl)methanol). As a reaction SMILES: [Cl:1][C:2]1[CH:3]=[C:4]([CH2:15][OH:16])[CH:5]=[N:6][C:7]=1[N:8]1[CH2:13][CH2:12][NH:11][C@H:10]([CH3:14])[CH2:9]1.Cl[C:18]1[NH:22][C:21]2[CH:23]=[C:24]([C:28]([F:31])([F:30])[F:29])[CH:25]=[C:26]([I:27])[C:20]=2[N:19]=1>>[Cl:1][C:2]1[CH:3]=[C:4]([CH2:15][OH:16])[CH:5]=[N:6][C:7]=1[N:8]1[CH2:13][CH2:12][N:11]([C:18]2[NH:19][C:20]3[C:26]([I:27])=[CH:25][C:24]([C:28]([F:31])([F:29])[F:30])=[CH:23][C:21]=3[N:22]=2)[C@H:10]([CH3:14])[CH2:9]1. Procedure: The piperazine from step (a) above (73 mg, 0.3 mmol) reacted with 2-chloro-4-iodo-6-(trifluoromethyl)-1H-benzoimidazole (69 mg, 0.2 mmol, Example 61c) under the conditions of Example 3c to give the title compound as a yellow amorphous solid. MS (ESI, pos. ion) m/z: 552 (M+1). Starting materials: CC#N, CC(C)(C)N, O=C(CCl)c1ccc(I)cc1. Yields the product CC(C)(C)NCC(=O)c1ccc(I)cc1, Cl. Reaction SMILES: [CH3:17][C:18]#[N:19].[CH3:1][C:2]([CH3:3])([CH3:4])[NH2:5].[Cl:6][CH2:7][C:8](=[O:9])[c:10]1[cH:11][cH:12][c:13]([I:16])[cH:14][cH:15]1>>[CH3:1][C:2]([CH3:3])([CH3:4])[NH:5][CH2:7][C:8](=[O:9])[c:10]1[cH:11][cH:12][c:13]([I:16])[cH:14][cH:15]1.[ClH:6]. Reactants: COC=1C=C2C(=CC1OC)N=C(N=C2N)N3CCN(CC3)C(=O)C4CCCO4 (terazosin), COC=1C=C2C(=CC1OC)N=C(N=C2N)N3CCN(CC3)C(=O)C4CCCO4 (Terazosin), Cl.O.O (HCl dihydrate). Solvent: O (water). Yields the product Cl (hydrochloric acid), COC=1C=C2C(=CC1OC)N=C(N=C2N)N3CCN(CC3)C(=O)C4CCCO4 (Terazosin). RXN SMILES: [CH3:1][O:2][C:3]1[CH:4]=[C:5]2[C:14]([NH2:15])=[N:13][C:12]([N:16]3[CH2:21][CH2:20][N:19]([C:22]([CH:24]4[O:28][CH2:27][CH2:26][CH2:25]4)=[O:23])[CH2:18][CH2:17]3)=[N:11][C:6]2=[CH:7][C:8]=1[O:9][CH3:10].[ClH:29].O.O>O>[ClH:29].[CH3:1][O:2][C:3]1[CH:4]=[C:5]2[C:14]([NH2:15])=[N:13][C:12]([N:16]3[CH2:21][CH2:20][N:19]([C:22]([CH:24]4[O:28][CH2:27][CH2:26][CH2:25]4)=[O:23])[CH2:18][CH2:17]3)=[N:11][C:6]2=[CH:7][C:8]=1[O:9][CH3:10] |f:1.2.3|. Procedure details: Canadian Pat. No. 2,150,985 describes a process for preparing Terazosin.HCl dihydrate which initially involves the preparation of terazosin free base. The free base form is then reacted by suspension in water and the addition thereto of a molar equivalent of aqueous hydrochloric acid to produce Terazosin.HCl dihydrate. The reactants are [Cl-].[Al+3].[Cl-].[Cl-] (aluminum chloride), COC1=C2CCCC(C2=CC=C1OC)=O (5,6-dimethoxytetralone), C[Si](C)(C)C#N (trimethylsilyl cyanide). Solvent: C1=CC=CC=C1 (benzene). Run at temperature 70 celsius, time 1 hour. Yields the product C(#N)COC1=C2CCC=CC2=CC=C1OC (1-Cyano-5,6-dimethoxy-(3,4-dihydronaphthalene)). The yield is 96.0%. RXN SMILES: [CH3:1][O:2][C:3]1[C:12]([O:13][CH3:14])=[CH:11][CH:10]=[C:9]2[C:4]=1[CH2:5][CH2:6][CH2:7][C:8]2=O.[Cl-].[Al+3].[Cl-].[Cl-].C[Si]([C:24]#[N:25])(C)C>C1C=CC=CC=1>[C:24]([CH2:1][O:2][C:3]1[C:12]([O:13][CH3:14])=[CH:11][CH:10]=[C:9]2[C:4]=1[CH2:5][CH2:6][CH:7]=[CH:8]2)#[N:25] |f:1.2.3.4|. Procedure details: 5,6-dimethoxytetralone (20 g) was dissolved in benzene (20 ml) and trimethylsilyl cyanide (16 ml). A catalytic amount of aluminum chloride was added and the reaction heated at 70° C. under nitrogen for 30 minutes. The volatiles were removed in vacuo and methanol (20 ml) added. Gaseous hydrochloric acid was bubbled through the methanol solution for 30 minutes resulting in precipitation of a solid. Stirring was continued for 1 hour, then the mixture was filtered and dried affording 19.9 g. of prod... Reactants: solution, C(CCC)[Li] (butyllithium), BrC(CC1OC2=CC=CC=C2C1)CCCCCC (b-bromo-2-octylcoumaran), resultant mixture, C(C)(C)OB(OC(C)C)OC(C)C (triisopropylborate), O (water). The solvent is CCCCCC (hexane), C1CCOC1 (THF), C1CCOC1 (THF), CCCCCC (hexane). Product: C(CCCCCCC)C1OC2=CC=C(C=C2C1)B(O)O (2-octylcoumaran-5-boronic acid). Isolated yield 67.1%. As a reaction SMILES: Br[CH:2]([CH2:13][CH2:14][CH2:15][CH2:16][CH2:17][CH3:18])[CH2:3][CH:4]1[CH2:12][C:11]2[C:6](=[CH:7][CH:8]=[CH:9][CH:10]=2)[O:5]1.C([Li])CCC.C([O:27][B:28](OC(C)C)[O:29]C(C)C)(C)C.O>CCCCCC.C1COCC1>[CH2:3]([CH:4]1[CH2:12][C:11]2[C:6](=[CH:7][CH:8]=[C:9]([B:28]([OH:29])[OH:27])[CH:10]=2)[O:5]1)[CH2:2][CH2:13][CH2:14][CH2:15][CH2:16][CH2:17][CH3:18]. Procedure details: Then, 2.00 g (6.43 mM) of b-bromo-2-octylcoumaran and 28 ml of dry THF were placed in a 100 ml-three-necked flask. To the mixture, 4.5 ml (7.20 mM) of a 1.6M solution of butyllithium in hexane was added dropwise under stirring and nitrogen atmosphere on a dry ice-acetone bath at an inner temperature of -70° to -68° C., followed by stirring for 50 minutes at the same temperature. To the resultant mixture a solution of 3.2 ml (13.9 mM) of triisopropylborate in 5.7 ml of dry THF was added dropwise ...